The task is: describe an organic reaction: reactants, conditions, products, and yield. This data is from the Open Reaction Database (ORD), a public repository of structured organic reaction records. Reaction SMILES: [N+:1]([C:4]1[CH:8]=[CH:7][NH:6][N:5]=1)([O-:3])=[O:2].[H-].[Na+].Br[CH2:12][CH:13]([CH3:15])[CH3:14]>CN(C)C=O.C(OCC)(=O)C>[N+:1]([C:4]1[CH:8]=[CH:7][N:6]([CH2:12][CH:13]([CH3:15])[CH3:14])[N:5]=1)([O-:3])=[O:2] |f:1.2|. The yield is 55.1%. Product: [N+](=O)([O-])C1=NN(C=C1)CC(C)C (3-nitro-1-iso-butyl-1H-pyrazole). Reported procedure: 3-Nitro-1H-pyrazole (prepared in example 3, 100 mg, 0.89 mmol) was dissolved in anhydrous N,N-dimethylformamide (4 mL) and a 60% dispersion of sodium hydride in mineral oil (42 mg, 1.06 mmol) was added while stirring under nitrogen. After the effervescence ceased and the reaction stirred for an additional 10 min before 1-bromo-2-methyl-propane (115 μL, 1.06 mmol) was added. The reaction continued to stir under nitrogen for 4 h. The reaction was stored at −25° C. for 16 h. The solution was dilute... Reactants: BrCC(C)C (1-bromo-2-methyl-propane), [H-].[Na+] (sodium hydride), oil, [N+](=O)([O-])C1=NNC=C1 (3-Nitro-1H-pyrazole). The solvent is CN(C=O)C (N,N-dimethylformamide), C(C)(=O)OCC (ethyl acetate). Run at time 16 hour. Starting materials: BrC1=NC=CC=C1C (2-bromo-3-methylpyridine), C1(=C(C=CC=C1)B(O)O)C (o-tolylboronic acid), O (water), C([O-])([O-])=O.[Na+].[Na+] (Sodium carbonate). Reagents/catalysts: C=1C=CC(=CC1)[P](C=2C=CC=CC2)(C=3C=CC=CC3)[Pd]([P](C=4C=CC=CC4)(C=5C=CC=CC5)C=6C=CC=CC6)([P](C=7C=CC=CC7)(C=8C=CC=CC8)C=9C=CC=CC9)[P](C=1C=CC=CC1)(C=1C=CC=CC1)C=1C=CC=CC1 (Pd(PPh3)4). The solvent is COCCOC (DME). Conditions: time 10 minute. The product is CC=1C(=NC=CC1)C1=C(C=CC=C1)C (3-Methyl-2-o-tolyl-pyridine). RXN SMILES: Br[C:2]1[C:7]([CH3:8])=[CH:6][CH:5]=[CH:4][N:3]=1.[C:9]1([CH3:18])[CH:14]=[CH:13][CH:12]=[CH:11][C:10]=1B(O)O.C(=O)([O-])[O-].[Na+].[Na+].O>COCCOC.C1C=CC([P]([Pd]([P](C2C=CC=CC=2)(C2C=CC=CC=2)C2C=CC=CC=2)([P](C2C=CC=CC=2)(C2C=CC=CC=2)C2C=CC=CC=2)[P](C2C=CC=CC=2)(C2C=CC=CC=2)C2C=CC=CC=2)(C2C=CC=CC=2)C2C=CC=CC=2)=CC=1>[CH3:8][C:7]1[C:2]([C:10]2[CH:11]=[CH:12][CH:13]=[CH:14][C:9]=2[CH3:18])=[N:3][CH:4]=[CH:5][CH:6]=1 |f:2.3.4,^1:35,37,56,75|. Procedure: A mixture of 2-bromo-3-methylpyridine (1.09 g; 6.34 mmol), o-tolylboronic acid (1.29 g; 9.50 mmol), and Pd(PPh3)4 (147 mg; 2 mol %) in DME (30 ml) is stirred for 10 minutes at room temperature. Sodium carbonate (32 ml of 1M solution in water; 32 mmol) is added to this mixture and the mixture is heated for 16 hours at 80° C. The reaction mixture is treated with water and extracted with dichloromethane. The combined extracts are washed with brine, dried over sodium sulfate, and concentrated in vac... The reactants are CC(=O)O, CC1(c2ccccc2)Cc2cc(OCC(=O)O)c(Cl)c(Cl)c2C1=O, O=C(CCl)NCO, O=S(=O)(O)O. Yields the product CC1(c2ccc(CNC(=O)CCl)cc2)Cc2cc(OCC(=O)O)c(Cl)c(Cl)c2C1=O. Reaction SMILES: [CH3:37][C:38](=[O:39])[OH:40].[O:8]=[C:9]1[C:10]([c:25]2[cH:26][cH:27][cH:28][cH:29][cH:30]2)([CH3:31])[CH2:11][c:12]2[cH:13][c:14]([O:20][CH2:21][C:22](=[O:23])[OH:24])[c:15]([Cl:19])[c:16]([Cl:18])[c:17]21.[OH:1][CH2:2][NH:3][C:4]([CH2:5][Cl:6])=[O:7].[S:32](=[O:33])(=[O:34])([OH:35])[OH:36]>>[CH2:2]([NH:3][C:4]([CH2:5][Cl:6])=[O:7])[c:28]1[cH:27][cH:26][c:25]([C:10]2([CH3:31])[C:9](=[O:8])[c:17]3[c:12]([cH:13][c:14]([O:20][CH2:21][C:22](=[O:23])[OH:24])[c:15]([Cl:19])[c:16]3[Cl:18])[CH2:11]2)[cH:30][cH:29]1. Reactants: BrCc1ccc(Br)cc1, ClCCl, CSCS(C)=O, [H-], [Na+], C1CCOC1. The product is CSC(Cc1ccc(Br)cc1)S(C)=O. Reaction SMILES: [Br:14][c:15]1[cH:16][cH:17][c:18]([CH2:19][Br:20])[cH:21][cH:22]1.[CH2:23]([Cl:24])[Cl:25].[CH3:1][S:2][CH2:3][S:4](=[O:5])[CH3:6].[H-:12].[Na+:13].[O:7]1[CH2:8][CH2:9][CH2:10][CH2:11]1>>[CH3:1][S:2][CH:3]([S:4](=[O:5])[CH3:6])[CH2:19][c:18]1[cH:17][cH:16][c:15]([Br:14])[cH:22][cH:21]1. Reactants: NC1=NC=C(C=C1)C(=O)O (2-Amino-5-pyridinecarboxylic acid), C(C)OCC (diethyl ether), O=S(Cl)Cl (SOCl2), [OH-].[Na+] (NaOH), O=S(Cl)Cl (SOCl2), O=S(Cl)Cl (SOCl2). Run in CO (methanol), C1CCOC1 (THF), C(C)O (ethanol). Reaction conditions: time 1 hour. Product: C(C)OC(C1=CN=C(C=C1)N)=O (6-amino-nicotinic acid ethyl ester). The yield is 97.0%. RXN SMILES: [NH2:1][C:2]1[CH:7]=[CH:6][C:5]([C:8]([OH:10])=[O:9])=[CH:4][N:3]=1.O=S(Cl)Cl.[CH2:15](OCC)[CH3:16].[OH-].[Na+]>C(O)C.CO.C1COCC1>[CH2:15]([O:9][C:8](=[O:10])[C:5]1[CH:6]=[CH:7][C:2]([NH2:1])=[N:3][CH:4]=1)[CH3:16] |f:3.4|. Reported procedure: 2-Amino-5-pyridinecarboxylic acid (25.0 g, 181 mmol) was suspended in ethanol (190 mL) and SOCl2 (15 mL, 206 mmol) was added. The mixture was refluxed for 10 hs and more SOCl2 (16 mL) was added. After 3 days with reflux (and more SOCl2 (10 mL) added each day), the reaction mixture was cooled to room temperature and diethyl ether was added. After 24 h at −20° C. the mixture was filtered. The crude salt was dissolved in methanol (214 mL) and a solution of NaOH (40.0 g, 23.5 mmol) in methanol (90 m... Reactants: C1CCOC1, COCC(=O)Cl, Nc1nc2[nH]nc(-c3ccccc3)c2s1. Product: COCC(=O)Nc1nc2[nH]nc(-c3ccccc3)c2s1. As a reaction SMILES: [CH2:22]1[O:23][CH2:24][CH2:25][CH2:26]1.[CH3:16][O:17][CH2:18][C:19](=[O:20])[Cl:21].[c:1]1(-[c:7]2[n:8][nH:9][c:10]3[n:11][c:12]([NH2:15])[s:13][c:14]23)[cH:2][cH:3][cH:4][cH:5][cH:6]1>>[c:1]1(-[c:7]2[n:8][nH:9][c:10]3[n:11][c:12]([NH:15][C:19]([CH2:18][O:17][CH3:16])=[O:20])[s:13][c:14]23)[cH:2][cH:3][cH:4][cH:5][cH:6]1.